Dataset: the Open Reaction Database (ORD), a public repository of structured organic reaction records. Task: describe an organic reaction: reactants, conditions, products, and yield Reactants: BrCCCO (3-bromo-propanol), OC=1C=C(CC2=NN=NN2COCC)C=CC1 (5-(3-hydroxy-benzyl)-ethoxymethyl-1,2,3,4-tetrazole), CN1CCN(CC1)C1=CC=CC(=N1)O (6-(4-methyl-piperazin-1-yl)-pyridin-2-ol), C1(=CC=CC=C1)C(CN(CC1=C(C(=CC=C1)C(F)(F)F)Cl)CCCO)C1=CC=CC=C1 (N-(2,2-Diphenylethyl)-N-(3-hydroxy-propyl)-N-(2-chloro-3-trifluoromethyl-benzyl)amine), CS(=O)(=O)O (methanesulfonic acid). Run in ClCCl (dichloromethane). The product is S(C)(=O)(=O)O.S(C)(=O)(=O)O.ClC1=C(CN(CCCOC2=NC(=CC=C2)N2CCN(CC2)C)CC(C2=CC=CC=C2)C2=CC=CC=C2)C=CC=C1C(F)(F)F ((2-Chloro-3-trifluoromethyl-benzyl)-(2,2-diphenyl-ethyl)-{3-[6-(4-methyl-piperazin-1-yl)-pyridin-2-yloxy]-propyl}-amine dimesylate salt), dimesylate. As a reaction SMILES: [CH3:1][N:2]1[CH2:7][CH2:6][N:5]([C:8]2[N:13]=[C:12]([OH:14])[CH:11]=[CH:10][CH:9]=2)[CH2:4][CH2:3]1.[C:15]1([CH:21]([C:40]2[CH:45]=[CH:44][CH:43]=[CH:42][CH:41]=2)[CH2:22][N:23]([CH2:36][CH2:37][CH2:38]O)[CH2:24][C:25]2[CH:30]=[CH:29][CH:28]=[C:27]([C:31]([F:34])([F:33])[F:32])[C:26]=2[Cl:35])[CH:20]=[CH:19][CH:18]=[CH:17][CH:16]=1.OC1C=C(C=CC=1)CC1N(COCC)N=NN=1.BrCCCO.[CH3:68][S:69]([OH:72])(=[O:71])=[O:70]>ClCCl>[S:69]([OH:72])(=[O:71])(=[O:70])[CH3:68].[S:69]([OH:72])(=[O:71])(=[O:70])[CH3:68].[Cl:35][C:26]1[C:27]([C:31]([F:32])([F:33])[F:34])=[CH:28][CH:29]=[CH:30][C:25]=1[CH2:24][N:23]([CH2:22][CH:21]([C:15]1[CH:16]=[CH:17][CH:18]=[CH:19][CH:20]=1)[C:40]1[CH:45]=[CH:44][CH:43]=[CH:42][CH:41]=1)[CH2:36][CH2:37][CH2:38][O:14][C:12]1[CH:11]=[CH:10][CH:9]=[C:8]([N:5]2[CH2:4][CH2:3][N:2]([CH3:1])[CH2:7][CH2:6]2)[N:13]=1 |f:6.7.8|. Procedure: Following the procedure of Example 6(d), except 6-(4-methyl-piperazin-1-yl)-pyridin-2-ol and N-(2,2-Diphenylethyl)-N-(3-hydroxy-propyl)-N-(2-chloro-3-trifluoromethyl-benzyl)amine were used instead of 5-(3-hydroxy-benzyl)-ethoxymethyl-1,2,3,4-tetrazole and 3-bromo-propanol in step 6(d), the title compound was synthesized as the free base. The tertiaryamine was then dissolved in dichloromethane and two equivalents of methanesulfonic acid were added to afford the title compound as the dimesylate sa... The reactants are COC1=CC(=CC(=C1)C(F)(F)F)[N+](=O)[O-] (1-Methoxy-3-nitro-5-trifluoromethyl-benzene), [N+](=O)([O-])C=1C=CC(=C(C1)O)C(C(F)(F)F)(F)F (5-nitro-2-pentafluoroethylphenol). Product: [N+](=O)([O-])C=1C=CC(=C(C1)O)C(F)(F)F (5-Nitro-2-trifluoromethyl-phenol). RXN SMILES: COC1C=C(C(F)(F)[F:10])C=C([N+]([O-])=O)C=1.[N+:16]([C:19]1[CH:20]=[CH:21][C:22]([C:26]([F:32])([F:31])C(F)(F)F)=[C:23]([OH:25])[CH:24]=1)([O-:18])=[O:17]>>[N+:16]([C:19]1[CH:20]=[CH:21][C:22]([C:26]([F:31])([F:32])[F:10])=[C:23]([OH:25])[CH:24]=1)([O-:18])=[O:17]. Procedure: 5-Nitro-2-trifluoromethyl-phenol was prepared from 1-Methoxy-3-nitro-5-trifluoromethyl-benzene similar to that described in the preparation of 5-nitro-2-pentafluoroethylphenol. The product is COc1cc(C)c(C=O)cn1. As a reaction SMILES: [Br:1][c:2]1[c:3]([CH3:10])[cH:4][c:5]([O:8][CH3:9])[n:6][cH:7]1.[CH3:11][CH2:12][CH2:13][CH2:14][Li:15].[CH3:16][N:17]([CH:18]=[O:19])[CH3:20].[O:21]1[CH2:22][CH2:23][CH2:24][CH2:25]1>>[c:2]1([CH:18]=[O:19])[c:3]([CH3:10])[cH:4][c:5]([O:8][CH3:9])[n:6][cH:7]1. Reactants: COc1cc(C)c(Br)cn1, [Li]CCCC, CN(C)C=O, C1CCOC1. The reagents and catalysts are O.O.O.O.C(C)(=O)[O-].[Ni+2].C(C)(=O)[O-] (nickel acetate tetrahydrate). Solvent: O1CCCC1 (tetrahydrofuran), CO (methanol). Reactants: C(C1=CC=CC=C1)OC=1C=C(C=CC1C)[N+](=O)[O-] (3-benzyloxy-4-methylnitrobenzene), [BH4-].[Na+] (sodium borohydride). The product is C(C1=CC=CC=C1)OC=1C=C(N)C=CC1C (3-Benzyloxy-4-methylaniline). As a reaction SMILES: [CH2:1]([O:8][C:9]1[CH:10]=[C:11]([N+:16]([O-])=O)[CH:12]=[CH:13][C:14]=1[CH3:15])[C:2]1[CH:7]=[CH:6][CH:5]=[CH:4][CH:3]=1.[BH4-].[Na+]>O1CCCC1.CO.O.O.O.O.C([O-])(=O)C.[Ni+2].C([O-])(=O)C>[CH2:1]([O:8][C:9]1[CH:10]=[C:11]([CH:12]=[CH:13][C:14]=1[CH3:15])[NH2:16])[C:2]1[CH:3]=[CH:4][CH:5]=[CH:6][CH:7]=1 |f:1.2,5.6.7.8.9.10.11|. Yield: 95.9%. Reaction conditions: temperature 0 celsius. Procedure details: To a stirred solution of 3-benzyloxy-4-methylnitrobenzene (1.1 g, 4.4 mmol) in tetrahydrofuran (25 mL) and methanol (50 mL) was added nickel acetate tetrahydrate (2.2 g, 8.7 mmol). The solution was cooled to 0° C. and sodium borohydride (0.66 g, 17.4 mmol) was added in small portions. After gas evolution had ceased, the solvents were removed in vacuo and the residue was partitioned between ethyl acetate and concentrated ammonium hydroxide. The layers were separated and the organic phase was wash... Reactants: COC1=CC=C(C=C1)C(C1=CC=C(C=C1)OC)NC1=C2N=CN(C2=NC(=N1)NN)[C@H]1[C@@H]([C@@H]([C@H](C1)NC(CC)=O)O)O (N-[(1S,2R,3S,4R)-4-(6-{[Bis-(4-methoxy-phenyl)-methyl]-amino}-2-hydrazino-purin-9-yl)-2,3-dihydroxy-cyclopentyl]-propionamide), C(C)OC(C(C=O)C=O)=O (2-formyl-3-oxo-propionic acid ethyl ester). The solvent is C(C)O (ethyl alcohol). Yields the product C(C)OC(=O)C=1C=NN(C1)C1=NC(=C2N=CN(C2=N1)[C@H]1[C@@H]([C@@H]([C@H](C1)NC(CC)=O)O)O)NC(C1=CC=C(C=C1)OC)C1=CC=C(C=C1)OC (1-[6-{[Bis-(4-methoxy-phenyl)-methyl]-amino}-9-((1R,2S,3R,4S)-2,3-dihydroxy-4-propionylamino-cyclopentyl)-9H-purin-2-yl]-1H-pyrazole-4-carboxylic acid ethyl ester). RXN SMILES: [CH3:1][O:2][C:3]1[CH:8]=[CH:7][C:6]([CH:9]([NH:18][C:19]2[N:27]=[C:26]([NH:28][NH2:29])[N:25]=[C:24]3[C:20]=2[N:21]=[CH:22][N:23]3[C@@H:30]2[CH2:34][C@H:33]([NH:35][C:36](=[O:39])[CH2:37][CH3:38])[C@@H:32]([OH:40])[C@H:31]2[OH:41])[C:10]2[CH:15]=[CH:14][C:13]([O:16][CH3:17])=[CH:12][CH:11]=2)=[CH:5][CH:4]=1.[CH2:42]([O:44][C:45](=[O:51])[CH:46]([CH:49]=O)[CH:47]=O)[CH3:43]>C(O)C>[CH2:42]([O:44][C:45]([C:46]1[CH:47]=[N:29][N:28]([C:26]2[N:25]=[C:24]3[C:20]([N:21]=[CH:22][N:23]3[C@@H:30]3[CH2:34][C@H:33]([NH:35][C:36](=[O:39])[CH2:37][CH3:38])[C@@H:32]([OH:40])[C@H:31]3[OH:41])=[C:19]([NH:18][CH:9]([C:10]3[CH:15]=[CH:14][C:13]([O:16][CH3:17])=[CH:12][CH:11]=3)[C:6]3[CH:5]=[CH:4][C:3]([O:2][CH3:1])=[CH:8][CH:7]=3)[N:27]=2)[CH:49]=1)=[O:51])[CH3:43]. Reported procedure: To a solution of N-[(1S,2R,3S,4R)-4-(6-{[Bis-(4-methoxy-phenyl)-methyl]-amino}-2-hydrazino-purin-9-yl)-2,3-dihydroxy-cyclopentyl]-propionamide (0.1 g, 0.177 mmol) in dry ethyl alcohol (5 ml) is added 2-formyl-3-oxo-propionic acid ethyl ester (synthesised from ethyl-3,3-diethoxy-propionoate, as described in: Bertz S. H., Dabbagh G. and Cotte P.; J. Org. Chem. (1982) 47, pp 2216-2217) (0.033 g, 0.231 mmol). The reaction mixture is heated at reflux for 8 hours then concentrated in vacuo. The crude ... Starting materials: C1CCOC1, CCOC(=O)c1cn(CC2CCCN2CC)c2nc(NCCN(C)C)c(I)cc2c1=O, CO, [Li+], [OH-]. Yields the product CCN1CCCC1Cn1cc(C(=O)O)c(=O)c2cc(I)c(NCCN(C)C)nc21. As a reaction SMILES: [CH2:32]1[O:33][CH2:34][CH2:35][CH2:36]1.[CH3:1][N:2]([CH2:3][CH2:4][NH:5][c:6]1[c:7]([I:30])[cH:8][c:9]2[c:10](=[O:29])[c:11]([C:24](=[O:25])[O:26][CH2:27][CH3:28])[cH:12][n:13]([CH2:16][CH:17]3[N:18]([CH2:22][CH3:23])[CH2:19][CH2:20][CH2:21]3)[c:14]2[n:15]1)[CH3:31].[CH3:39][OH:40].[Li+:38].[OH-:37]>>[CH3:1][N:2]([CH2:3][CH2:4][NH:5][c:6]1[c:7]([I:30])[cH:8][c:9]2[c:10](=[O:29])[c:11]([C:24](=[O:25])[OH:26])[cH:12][n:13]([CH2:16][CH:17]3[N:18]([CH2:22][CH3:23])[CH2:19][CH2:20][CH2:21]3)[c:14]2[n:15]1)[CH3:31]. The reactants are C=CCC1C(N2C(=O)c3ccccc3C2=O)C(=O)N1C(C(=O)OC)=C(C)C, ClCCl, CN(C)CCCN, CO. The product is C=CCC1C(N)C(=O)N1C(C(=O)OC)=C(C)C. Reaction SMILES: [CH2:1]([CH:2]=[CH2:3])[CH:4]1[CH:5]([N:17]2[C:18](=[O:19])[c:20]3[cH:21][cH:22][cH:23][cH:24][c:25]3[C:26]2=[O:27])[C:6](=[O:16])[N:7]1[C:8]([C:9](=[O:10])[O:11][CH3:12])=[C:13]([CH3:14])[CH3:15].[CH2:35]([Cl:36])[Cl:37].[CH3:28][N:29]([CH3:30])[CH2:31][CH2:32][CH2:33][NH2:34].[CH3:38][OH:39]>>[CH2:1]([CH:2]=[CH2:3])[CH:4]1[CH:5]([NH2:17])[C:6](=[O:16])[N:7]1[C:8]([C:9](=[O:10])[O:11][CH3:12])=[C:13]([CH3:14])[CH3:15]. The reactants are CC(=O)OCC(C)n1ccc2c([N+](=O)[O-])c(C)ccc2c1=O, CCO, [Cl-], ClCCl, [Fe], [NH4+], O. As a reaction SMILES: [C:1]([CH3:2])(=[O:3])[O:4][CH2:5][CH:6]([CH3:7])[n:8]1[c:9](=[O:22])[c:10]2[cH:11][cH:12][c:13]([CH3:21])[c:14]([N+:18]([O-:19])=[O:20])[c:15]2[cH:16][cH:17]1.[CH3:23][CH2:24][OH:25].[Cl-:26].[Cl:30][CH2:31][Cl:32].[Fe:29].[NH4+:27].[OH2:28]>>[C:1]([CH3:2])(=[O:3])[O:4][CH2:5][CH:6]([CH3:7])[n:8]1[c:9](=[O:22])[c:10]2[cH:11][cH:12][c:13]([CH3:21])[c:14]([NH2:18])[c:15]2[cH:16][cH:17]1. The product is CC(=O)OCC(C)n1ccc2c(N)c(C)ccc2c1=O. The reactants are C1=CC=C(C=C1)C(=O)NC(CCCN=C(N)N)C(=O)NC2=CC=C(C=C2)[N+](=O)[O-].Cl (BAPNA), suc-AAPF, CS(=O)C (DMSO), CS(=O)C (DMSO). Run in Cl (HCl). Conditions: time 5.5 hour. Product: C1=CC(=CC=C1[N+](=O)[O-])O (p-nitrophenol). As a reaction SMILES: C1C=CC(C(NC(C(N[C:21]2[CH:26]=[CH:25][C:24]([N+:27]([O-:29])=[O:28])=[CH:23][CH:22]=2)=O)CCCN=C(N)N)=O)=CC=1.Cl.CS(C)=[O:33]>Cl>[CH:23]1[C:24]([N+:27]([O-:29])=[O:28])=[CH:25][CH:26]=[C:21]([OH:33])[CH:22]=1 |f:0.1|. Reported procedure: Substrate stock solutions were prepared by dissolving ˜50 mg BAPNA or suc-AAPF-PNP in DMSO; these stock solutions were then diluted with DMSO and 0.1 M TRIS/HCl buffer (pH 7.4) to provide substrate solutions of various concentrations (final concentration of DMSO in each substrate solution was 15% v/v). A measured quantity of particles; 30-100 mg, were placed in a microcentrifuge tube, 1.3 ml of substrate solution was added, and the mixture was bath-sonicated to completely disperse the particles.... Starting materials: CN, CC(=O)O, CCO, C1CCOC1, COc1cc(COc2nn(-c3ccccc3)cc2C=O)ccc1OCc1nc(-c2ccco2)oc1C. Product: CNCc1cn(-c2ccccc2)nc1OCc1ccc(OCc2nc(-c3ccco3)oc2C)c(OC)c1. As a reaction SMILES: [CH3:37][NH2:38].[CH3:39][C:40](=[O:41])[OH:42].[CH3:43][CH2:44][OH:45].[O:46]1[CH2:47][CH2:48][CH2:49][CH2:50]1.[o:1]1[c:2](-[c:6]2[o:7][c:8]([CH3:36])[c:9]([CH2:11][O:12][c:13]3[c:14]([O:34][CH3:35])[cH:15][c:16]([CH2:17][O:18][c:19]4[n:20][n:21](-[c:26]5[cH:27][cH:28][cH:29][cH:30][cH:31]5)[cH:22][c:23]4[CH:24]=[O:25])[cH:32][cH:33]3)[n:10]2)[cH:3][cH:4][cH:5]1>>[o:1]1[c:2](-[c:6]2[o:7][c:8]([CH3:36])[c:9]([CH2:11][O:12][c:13]3[c:14]([O:34][CH3:35])[cH:15][c:16]([CH2:17][O:18][c:19]4[n:20][n:21](-[c:26]5[cH:27][cH:28][cH:29][cH:30][cH:31]5)[cH:22][c:23]4[CH2:24][NH:38][CH3:37])[cH:32][cH:33]3)[n:10]2)[cH:3][cH:4][cH:5]1.